Dataset: the Open Reaction Database (ORD), a public repository of structured organic reaction records. Task: describe an organic reaction: reactants, conditions, products, and yield Reactants: C1=C(C=CC=2C(C3=C(C=CC21)C=CC=C3)=O)C(C=O)C (2-(5H-dibenzo[a,d]cyclohepten-5-on-2-yl)-propionaldehyde), CC(=O)C (acetone), CC(=O)C.OS(=O)(=O)O.O=[Cr](=O)=O (Jones reagent). The solvent is O (water). Run at time 2 hour. The product is C1=C(C=CC=2C(C3=C(C=CC21)C=CC=C3)=O)C(C(=O)O)C (2-(5H-dibenzo[a,d]cyclohepten-5-on-2-yl)propionic acid). Isolated yield 40.0%. Reaction SMILES: [CH:1]1[C:11]2[CH:10]=[CH:9][C:8]3[CH:12]=[CH:13][CH:14]=[CH:15][C:7]=3[C:6](=[O:16])[C:5]=2[CH:4]=[CH:3][C:2]=1[CH:17]([CH3:20])[CH:18]=[O:19].CC(C)=[O:23].CC(C)=O.OS(O)(=O)=O.O=[Cr](=O)=O>O>[CH:1]1[C:11]2[CH:10]=[CH:9][C:8]3[CH:12]=[CH:13][CH:14]=[CH:15][C:7]=3[C:6](=[O:16])[C:5]=2[CH:4]=[CH:3][C:2]=1[CH:17]([CH3:20])[C:18]([OH:23])=[O:19] |f:2.3.4|. Reported procedure: 0.4 Gm. of 2-(5H-dibenzo[a,d]cyclohepten-5-on-2-yl)-propionaldehyde is dissolved in 15 ml. of acetone and the solution is cooled to 0° C. under nitrogen. 0.4 ml. of 8N Jones reagent is added and the mixture is stirred for 2 hours, then diluted with water and extracted with ethyl acetate. The extract is washed with water then extracted with aqueous sodium carbonate. The aqueous solution is acidified with dilute hydrochloric acid and extracted with ethyl acetate. The ethyl acetate solution is drie... Starting materials: C(C)(C)NC(=S)N (N-Isopropylthiourea), BrCC(C(=O)O)=O (3-bromopyruvic acid). Solvent: O1CCOCC1 (dioxane). Reaction conditions: temperature 80 celsius. Yields the product Br.C(C)(C)NC=1SC=C(N1)C(=O)O (2-(Isopropylamino)-1,3-thiazole-4-carboxylic acid hydrobromide). As a reaction SMILES: [CH:1]([NH:4][C:5]([NH2:7])=[S:6])([CH3:3])[CH3:2].[Br:8][CH2:9][C:10](=O)[C:11]([OH:13])=[O:12]>O1CCOCC1>[BrH:8].[CH:1]([NH:4][C:5]1[S:6][CH:9]=[C:10]([C:11]([OH:13])=[O:12])[N:7]=1)([CH3:3])[CH3:2] |f:3.4|. Procedure: A suspension of compound 9 (2.1 g, 18 mmol) and 3-bromopyruvic acid (3.0 g, 18 mmol) in dioxane (180 mL) was heated to 80° C. Upon reaching 80° C. the mixture became clear, and soon thereafter the product started to precipitate as a white solid. After 2 h of heating, the reaction mixture was cooled to rt and the precipitate was filtered off and collected. This yielded pure title compound (4.4 g, 94%). Reactants: ClC1=NC=CC(=N1)N1C(C(CC1)(C#N)C(C)C)=O (1-(2-chloropyrimidin-4-yl)-3-isopropyl-2-oxopyrrolidine-3-carbonitrile). The solvent is CCCCCC.CC(C)O (hexane 2-propanol). Yields the product ClC1=NC=CC(=N1)N1C([C@](CC1)(C#N)C(C)C)=O ((3S)-1-(2-chloropyrimidin-4-yl)-3-isopropyl-2-oxopyrrolidine-3-carbonitrile). Isolated yield 48.9%. RXN SMILES: [Cl:1][C:2]1[N:7]=[C:6]([N:8]2[CH2:12][CH2:11][C:10]([CH:15]([CH3:17])[CH3:16])([C:13]#[N:14])[C:9]2=[O:18])[CH:5]=[CH:4][N:3]=1>CCCCCC.CC(O)C>[Cl:1][C:2]1[N:7]=[C:6]([N:8]2[CH2:12][CH2:11][C@:10]([CH:15]([CH3:16])[CH3:17])([C:13]#[N:14])[C:9]2=[O:18])[CH:5]=[CH:4][N:3]=1 |f:1.2|. Procedure: 1-(2-Chloropyrimidin-4-yl)-3-isopropyl-2-oxopyrrolidine-3-carbonitrile (14.1 g) obtained in Step C of Example 5 was resolved by HPLC (column: CHIRALPAK IC, 50 mmID×500 mmL, manufactured by Daicel Chemical Industries, mobile phase: hexane/2-propanol=200/800) to give the title compound (6.9 g) having a shorter retention time. The solvent is steel, C(C)O (ethanol). Reported procedure: To a solution of 2,6-dimethyl-pyran-4-one (ALDRICH, 7.44 g) in ethanol (40 ml) was added commercial 30% aqueous ammonia (140 ml). The mixture was heated to 140° C. in steel reactor for 8 h, then allowed to cool to room temperature overnight. The mixture was filtered and the ethanol removed under vacuum. The precipitate formed was isolated by filtration to afford a first crop of 1.9 g of the title compound. The filtrate was concentrated to dryness to afford a second crop of 5.2 g of the title com... Reaction SMILES: [CH3:1][C:2]1O[C:4]([CH3:9])=[CH:5][C:6](=[O:8])[CH:7]=1.[NH3:10]>C(O)C>[CH3:1][C:2]1[NH:10][C:4]([CH3:9])=[CH:5][C:6](=[O:8])[CH:7]=1. The product is CC=1NC(=CC(C1)=O)C (2,6-Dimethyl-4(1H)-pyridinone). The reactants are CC=1OC(=CC(C1)=O)C (2,6-dimethyl-pyran-4-one), N (ammonia). Yields the product BrCCCNP(=O)(Cl)Cl (N-(3-Bromopropyl)Phosphoramidic Dichloride). Reactants: Br.BrCCCN (3-bromopropylamine hydrobromide), O=P(Cl)(Cl)Cl (POCl3). RXN SMILES: Br.[Br:2][CH2:3][CH2:4][CH2:5][NH2:6].[O:7]=[P:8](Cl)([Cl:10])[Cl:9]>>[Br:2][CH2:3][CH2:4][CH2:5][NH:6][P:8]([Cl:10])([Cl:9])=[O:7] |f:0.1|. Procedure details: To a three-necked flask fitted with a thermometer, distillation column and a nitrogen tube was added 3-bromopropylamine hydrobromide (12 g, 0.055 mol) and 20 mL of POCl3 (0.22 mol). The reaction mixture was heated to reflux under nitrogen overnight. Excess POCl3 was removed at the pump at room temperature (attempted distillation resulted in decomposition). The crude dichloridate, 15.4 g, was used directly in the procedure of the following Example V. The reactants are Cl.NC1=CC=C(C(=N)N)C=C1 (4-amino-benzamidine mono HCl salt), [O-]S(=O)(=O)C(F)(F)F.[In+3].[O-]S(=O)(=O)C(F)(F)F.[O-]S(=O)(=O)C(F)(F)F (Indium triflate), COC(C1=CC=C(C=C1)OC1=C(C=C(C(=C1)OCC1=CC=CC=C1)OC)C=O)=O (4-(5-Benzyloxy-2-formyl-4-methoxy-phenoxy)-benzoic acid methyl ester), C1C=CC2=CC=CC=C12 (indene). Run in C(C)#N (acetonitrile). Conditions: temperature 75 celsius. Yields the product COC(C1=CC=C(C=C1)OC1=C(C=C(C(=C1)OCC1=CC=CC=C1)OC)C1NC2=CC=C(C=C2C2C1CC1=CC=CC=C12)C(N)=N)=O (4-[5-Benzyloxy-2-(2-carbamimidoyl-5,6a,7,11b-tetrahydro-6H-indeno[2,1-c]quinolin-6-yl)-4-methoxy-phenoxy]-benzoic acid methyl ester). Reaction SMILES: Cl.[NH2:2][C:3]1[CH:11]=[CH:10][C:6]([C:7]([NH2:9])=[NH:8])=[CH:5][CH:4]=1.[CH3:12][O:13][C:14](=[O:40])[C:15]1[CH:20]=[CH:19][C:18]([O:21][C:22]2[CH:27]=[C:26]([O:28][CH2:29][C:30]3[CH:35]=[CH:34][CH:33]=[CH:32][CH:31]=3)[C:25]([O:36][CH3:37])=[CH:24][C:23]=2[CH:38]=O)=[CH:17][CH:16]=1.[CH2:41]1[C:49]2[C:44](=[CH:45][CH:46]=[CH:47][CH:48]=2)[CH:43]=[CH:42]1.[O-]S(C(F)(F)F)(=O)=O.[In+3].[O-]S(C(F)(F)F)(=O)=O.[O-]S(C(F)(F)F)(=O)=O>C(#N)C>[CH3:12][O:13][C:14](=[O:40])[C:15]1[CH:16]=[CH:17][C:18]([O:21][C:22]2[CH:27]=[C:26]([O:28][CH2:29][C:30]3[CH:31]=[CH:32][CH:33]=[CH:34][CH:35]=3)[C:25]([O:36][CH3:37])=[CH:24][C:23]=2[CH:38]2[CH:42]3[CH2:43][C:44]4[C:49]([CH:41]3[C:11]3[C:3](=[CH:4][CH:5]=[C:6]([C:7](=[NH:9])[NH2:8])[CH:10]=3)[NH:2]2)=[CH:48][CH:47]=[CH:46][CH:45]=4)=[CH:19][CH:20]=1 |f:0.1,4.5.6.7|. Procedure: 4-amino-benzamidine mono HCl salt (120 mg, 0.7 mmole) was suspended in acetonitrile (4 mL). The suspension was treated with 4-(5-Benzyloxy-2-formyl-4-methoxy-phenoxy)-benzoic acid methyl ester (274 mg, 0.7 mmole) and indene (162 mg, 1.4 mmole). Indium triflate (79 mg, 0.14 mmole) was added and the reaction was heated at 75° C. for 18 hours to give 4-[5-Benzyloxy-2-(2-carbamimidoyl-5,6a,7,11b-tetrahydro-6H-indeno[2,1-c]quinolin-6-yl)-4-methoxy-phenoxy]-benzoic acid methyl ester which was purified... Starting materials: C1(=CC=CC=C1)C=1N=C(SC1)C1(CCOCC1)CN ((4-(4-phenylthiazol-2-yl)tetrahydro-2H-pyran-4-yl)methanamine), COC=1C=C(C(=O)O)C=C(C1)C1=NOC(=N1)C(F)(F)F (3-methoxy-5-(5-(trifluoromethyl)-1,2,4-oxadiazol-3-yl)benzoic acid). Yields the product COC=1C=C(C(=O)NCC2(CCOCC2)C=2SC=C(N2)C2=CC=CC=C2)C=C(C1)C1=NOC(=N1)C(F)(F)F (3-Methoxy-N-((4-(4-phenylthiazol-2-yl)tetrahydro-2H-pyran-4-yl)methyl)-5-(5-(trifluoromethyl)-1,2,4-oxadiazol-3-yl)benzamide). Procedure details: This compound was synthesized from (4-(4-phenylthiazol-2-yl)tetrahydro-2H-pyran-4-yl)methanamine and 3-methoxy-5-(5-(trifluoromethyl)-1,2,4-oxadiazol-3-yl)benzoic acid as described in example 8 step 6 (70 mg, yield 46%): 1H NMR (400 MHz, CDCl3) δ 8.75 (t, J=6.3 Hz, 1H), 8.08 (s, 1H), 8.02 (s, 1H), 7.91 (d, J=7.0 Hz, 2H), 7.63 (m, 1H), 7.57 (m, 1H), 7.38-7.35 (m, 2H), 7.30-7.26 (m, 1H), 3.85 (s, 3H), 3.83 (m, 2H), 3.56 (d, J=6.5 Hz, 2H), 3.41-3.36 (m, 2H), 2.23 (d, J=13.5 Hz, 2H), 2.01-1.94 (m, 2... Reaction SMILES: [C:1]1([C:7]2[N:8]=[C:9]([C:12]3([CH2:18][NH2:19])[CH2:17][CH2:16][O:15][CH2:14][CH2:13]3)[S:10][CH:11]=2)[CH:6]=[CH:5][CH:4]=[CH:3][CH:2]=1.[CH3:20][O:21][C:22]1[CH:23]=[C:24]([CH:28]=[C:29]([C:31]2[N:35]=[C:34]([C:36]([F:39])([F:38])[F:37])[O:33][N:32]=2)[CH:30]=1)[C:25](O)=[O:26]>>[CH3:20][O:21][C:22]1[CH:23]=[C:24]([CH:28]=[C:29]([C:31]2[N:35]=[C:34]([C:36]([F:38])([F:37])[F:39])[O:33][N:32]=2)[CH:30]=1)[C:25]([NH:19][CH2:18][C:12]1([C:9]2[S:10][CH:11]=[C:7]([C:1]3[CH:2]=[CH:3][CH:4]=[CH:5][CH:6]=3)[N:8]=2)[CH2:13][CH2:14][O:15][CH2:16][CH2:17]1)=[O:26]. The yield is 46.0%.